This data is from the Open Reaction Database (ORD), a public repository of structured organic reaction records. The task is: describe an organic reaction: reactants, conditions, products, and yield Starting materials: C(C)O (ethanol), C([O-])([O-])=O.[Na+].[Na+] (sodium carbonate), dichlorobis(triphenylphosphine) palladium(II), NC1=NC=C(N=C1CC1=CC=CC=C1)Br (2-amino-3-benzyl-5-bromopyrazine), aqueous solution, C1(=CC=CC=C1)B(O)O (phenyl boronic acid). The solvent is [Cl-].[Na+].O (brine), C(C)(=O)OCC (ethyl acetate), COCCOC (1,2-dimethoxyethane). The product is NC1=NC=C(N=C1CC1=CC=CC=C1)C1=CC=CC=C1 (2-amino-3-benzyl-5-phenylpyrazine). The yield is 59.9%. As a reaction SMILES: [NH2:1][C:2]1[C:7]([CH2:8][C:9]2[CH:14]=[CH:13][CH:12]=[CH:11][CH:10]=2)=[N:6][C:5](Br)=[CH:4][N:3]=1.C(O)C.C(=O)([O-])[O-].[Na+].[Na+].[C:25]1(B(O)O)[CH:30]=[CH:29][CH:28]=[CH:27][CH:26]=1>COCCOC.[Cl-].[Na+].O.C(OCC)(=O)C>[NH2:1][C:2]1[C:7]([CH2:8][C:9]2[CH:14]=[CH:13][CH:12]=[CH:11][CH:10]=2)=[N:6][C:5]([C:25]2[CH:30]=[CH:29][CH:28]=[CH:27][CH:26]=2)=[CH:4][N:3]=1 |f:2.3.4,7.8.9|. Procedure: Under an argon atmosphere, 2-amino-3-benzyl-5-bromopyrazine (c-10) (1.66 g, 6.27 mmol) was dissolved in 1,2-dimethoxyethane (17 mL) and ethanol (13 mL) and to this were sequentially added 2 M aqueous solution of sodium carbonate (31.4 mL, 62.8 mmol), dichlorobis(triphenylphosphine) palladium(II) (221 mg, 315 μmol), and phenyl boronic acid (996 mg, 8.16 mmol) while stirring at room temperature and then stirred at 90° C. for 2.5 h. After cooling to room temperature, to this were added saturated br...